From a dataset of the Open Reaction Database (ORD), a public repository of structured organic reaction records. describe an organic reaction: reactants, conditions, products, and yield Starting materials: FC=1C=CC(=NC1)NC(CN1N=CC(=C1)[N+](=O)[O-])=O (N-(5-fluoropyridin-2-yl)-2-(4-nitro-1H-pyrazol-1-yl)acetamide), Cl (HCl). The solvent is C1CCOC1 (THF), C1CCOC1 (THF), C1CCOC1 (THF), CCOC(=O)C (EtOAc). Run at time 3 hour. Yields the product FC=1C=CC(=NC1)NCCN1N=CC(=C1)[N+](=O)[O-] (5-fluoro-N-(2-(4-nitro-1H-pyrazol-1-yl)ethyl)pyridin-2-amine). Reaction SMILES: [F:1][C:2]1[CH:3]=[CH:4][C:5]([NH:8][C:9](=O)[CH2:10][N:11]2[CH:15]=[C:14]([N+:16]([O-:18])=[O:17])[CH:13]=[N:12]2)=[N:6][CH:7]=1.Cl>C1COCC1.CCOC(C)=O>[F:1][C:2]1[CH:3]=[CH:4][C:5]([NH:8][CH2:9][CH2:10][N:11]2[CH:15]=[C:14]([N+:16]([O-:18])=[O:17])[CH:13]=[N:12]2)=[N:6][CH:7]=1. Procedure: To N-(5-fluoropyridin-2-yl)-2-(4-nitro-1H-pyrazol-1-yl)acetamide (493 mg) in THF (2.0 mL), BH3 THF-complex solution (1 M in THF, 7.3 mL, 7.3 mmol) was added dropwise. After stirring at rt for 3 h, the reaction mixture was quenched with 1 N aq. HCl-solution (3 mL, 3 mmol). The mixture was stirred for 15 min at rt, and heated to 60° C. for 1.5 h. The reaction mixture was diluted with EtOAc, washed with sat. aq. Na2CO3-solution. The aq. layer was reextracted with EtOAc and the comb. org. layers wer... The reactants are N#Cc1nc2ccccc2nc1Cc1ccccc1, [Mg+]Cc1ccccc1, C1CCOC1, [Cl-], Clc1nc2ccccc2nc1Cl. The product is Clc1nc2ccccc2nc1Cc1ccccc1. RXN SMILES: [CH2:1]([c:2]1[cH:3][cH:4][cH:5][cH:6][cH:7]1)[c:8]1[n:9][c:10]2[cH:11][cH:12][cH:13][cH:14][c:15]2[n:16][c:17]1[C:18]#[N:19].[CH2:33]([Mg+:34])[c:35]1[cH:36][cH:37][cH:38][cH:39][cH:40]1.[CH2:41]1[O:42][CH2:43][CH2:44][CH2:45]1.[Cl-:32].[Cl:20][c:21]1[c:22]([Cl:23])[n:24][c:25]2[c:26]([cH:27][cH:28][cH:29][cH:30]2)[n:31]1>>[CH2:1]([c:2]1[cH:3][cH:4][cH:5][cH:6][cH:7]1)[c:8]1[n:9][c:10]2[cH:11][cH:12][cH:13][cH:14][c:15]2[n:16][c:17]1[Cl:20]. Starting materials: C1(=CC=C(C=C1)S(=O)(=O)O)C (p-toluenesulfonic acid), CC1=CC(=NC(=C1)N1C(=CC=C1C)C)CCC(C(=O)OCC)C(=O)OCC (diethyl (2-(4-methyl-6-(2,5-dimethylpyrrol-1-yl)-2-pyridinyl)ethyl)malonate), [OH-].[K+] (potassium hydroxide), Cl.NO (hydroxylamine hydrochloride). Run in CO (methanol), C(C)O (ethanol), O (water), O (water). Reaction conditions: time 7 hour. Product: NC1=CC(=CC(=N1)CCC(C(=O)OC)C(=O)OC)C (dimethyl (2-(6-amino-4-methyl-2-pyridinyl)ethyl)malonate). The yield is 52.0%. As a reaction SMILES: [CH3:1][C:2]1[CH:7]=[C:6]([N:8]2C(C)=CC=C2C)[N:5]=[C:4]([CH2:15][CH2:16][CH:17]([C:23]([O:25][CH2:26]C)=[O:24])[C:18]([O:20][CH2:21]C)=[O:19])[CH:3]=1.[OH-].[K+].Cl.NO.C1(C)C=CC(S(O)(=O)=O)=CC=1>C(O)C.CO.O>[NH2:8][C:6]1[N:5]=[C:4]([CH2:15][CH2:16][CH:17]([C:23]([O:25][CH3:26])=[O:24])[C:18]([O:20][CH3:21])=[O:19])[CH:3]=[C:2]([CH3:1])[CH:7]=1 |f:1.2,3.4|. Reported procedure: To a solution of diethyl (2-(4-methyl-6-(2,5-dimethylpyrrol-1-yl)-2-pyridinyl)ethyl)malonate (96 mg, 0.26 mmol) in 1.4 mL of ethanol was added 0.3 mL of water, followed by 105 mg of 87% potassium hydroxide (1.63 mmol). After the mixture had been stirred at room temperature for 7 h., additional water (0.3 mL) was added along with 166 mg (2.39 mmol) of hydroxylamine hydrochloride. The mixture was refluxed 12 h. After removing solvent in vacuo, the residue was dissolved into 10 mL of 2.0 N aqueous ... The reactants are C(C(=C)C)(=O)OC (MMA), O=CC(C)=C (methacrolein), [OH-].[Na+] (NaOH), [OH-].[Na+] (NaOH), C=CC (propylene). Solvent: CO (methanol). The product is C(=O)OC (methyl formate), C(C(=C)C)(=O)OC (MMA). As a reaction SMILES: [OH-].[Na+].O=CC(=C)C.[C:8]([O:13][CH3:14])(=[O:12])[C:9]([CH3:11])=[CH2:10].C=CC>CO>[CH:8]([O:13][CH3:14])=[O:12].[C:8]([O:13][CH3:14])(=[O:12])[C:9]([CH3:11])=[CH2:10] |f:0.1|. Procedure details: 240 g of the above-obtained activated catalyst was charged in the bubble column reactor of the same type as mentioned above, and a reaction for producing methyl methacrylate (MMA) was carried out as follows. A 36.7% by weight solution of methacrolein in methanol and a 2 to 4% by weight solution of NaOH in methanol were continuously fed to the reactor at 0.54 liter/hr and at 0.06 liter/hr, respectively (the methacrolein concentration in the reaction system consisting of the above-mentioned two di...